From a dataset of the Open Reaction Database (ORD), a public repository of structured organic reaction records. describe an organic reaction: reactants, conditions, products, and yield Reactants: C(C(=O)O)(=O)O (oxalic acid), O1[C@@H](C1)COC1=C2C=CNC2=CC=C1 ((S)-(+)-4-(oxiranylmethoxy)-1H-indole), COC1=C(C=CC=C1)C1CCNCC1 (4-(2-methoxyphenyl)piperidine), CO (methanol). Run in C(C)(=O)OCC (ethyl acetate), C(C)(=O)OCC (ethyl acetate). Product: C(C(=O)O)(=O)O.N1C=CC2=C(C=CC=C12)OC[C@H](CN1CCC(CC1)C1=C(C=CC=C1)OC)O ((2S)-(-)-1-(4-indolyloxy)-3-(4-(2-methoxyphenyl)piperidin-1-yl)-2-propanol ethanedioate). As a reaction SMILES: [O:1]1[CH2:3][C@H:2]1[CH2:4][O:5][C:6]1[CH:14]=[CH:13][CH:12]=[C:11]2[C:7]=1[CH:8]=[CH:9][NH:10]2.[CH3:15][O:16][C:17]1[CH:22]=[CH:21][CH:20]=[CH:19][C:18]=1[CH:23]1[CH2:28][CH2:27][NH:26][CH2:25][CH2:24]1.[C:29]([OH:34])(=[O:33])[C:30]([OH:32])=[O:31].CO>C(OCC)(=O)C>[C:29]([OH:34])(=[O:33])[C:30]([OH:32])=[O:31].[NH:10]1[C:11]2[C:7](=[C:6]([O:5][CH2:4][C@@H:2]([OH:1])[CH2:3][N:26]3[CH2:27][CH2:28][CH:23]([C:18]4[CH:19]=[CH:20][CH:21]=[CH:22][C:17]=4[O:16][CH3:15])[CH2:24][CH2:25]3)[CH:14]=[CH:13][CH:12]=2)[CH:8]=[CH:9]1 |f:5.6|. Procedure: The title compound was prepared in similar fashion from (S)-(+)-4-(oxiranylmethoxy)-1H-indole and 4-(2-methoxyphenyl)piperidine. The resulting free base was dissolved in ethyl acetate, and precipitated with one equivalent of oxalic acid in ethyl acetate in 37% overall yield. FDMS m/e=380 (M+ of free base). α[D]589 =-14.83 (c=0.81, methanol). The reactants are CC=1C(OC=2CCCC(C2C1)=O)=O (3-methyl- 5,6,7,8-tetrahydro-cumarin-5-one), C(C)N (ethylamine). The product is C(C)N1C(C(=CC=2C(CCCC12)=O)C)=O (1-Ethyl-3-methyl-7,8-dihydro-2,5(1H,6H)-quinolinedione). Reaction SMILES: [CH3:1][C:2]1[C:3](=[O:13])[O:4][C:5]2[CH2:6][CH2:7][CH2:8][C:9](=O)[C:10]=2[CH:11]=1.[CH2:14]([NH2:16])[CH3:15]>>[CH2:14]([N:16]1[C:9]2[CH2:8][CH2:7][CH2:6][C:5](=[O:4])[C:10]=2[CH:11]=[C:2]([CH3:1])[C:3]1=[O:13])[CH3:15]. Reported procedure: Prepared analogously to Example 5(b) from 3-methyl- 5,6,7,8-tetrahydro-cumarin-5-one and ethylamine. Reactants: C(C)(C)(C)OC(=O)N[C@@H](C)C(=O)N[C@H](C(=O)OC)C(C)=O (methyl (2S)-2-{[N-(tert-butoxycarbonyl)-L-alanyl]amino}-3-oxobutanoate), Cl (hydrochloric acid). Run in O1CCOCC1 (1,4-dioxane). Run at temperature 60 celsius, time 1 hour. The product is OC1=C(N=C(C(=N1)C(=O)OC)C)C (methyl 6-hydroxy-3,5-dimethylpyrazine-2-carboxylate). As a reaction SMILES: C(OC([NH:8][C@H:9]([C:11]([NH:13][C@@H:14]([C:19](=O)[CH3:20])[C:15]([O:17][CH3:18])=[O:16])=[O:12])[CH3:10])=O)(C)(C)C.Cl>O1CCOCC1>[OH:12][C:11]1[N:13]=[C:14]([C:15]([O:17][CH3:18])=[O:16])[C:19]([CH3:20])=[N:8][C:9]=1[CH3:10]. Reported procedure: A solution of methyl (2S)-2-{[N-(tert-butoxycarbonyl)-L-alanyl]amino}-3-oxobutanoate (3.05 g, 10.1 mmol) and 4N hydrochloric acid in 1,4-dioxane (10 mL) was stirred at room temperature. After being stirred for 1 h at same temperature, the reaction mixture was concentrated in vacuo. A solution of the residue in pyridine (50 mL) was heated at 60° C. for 4 h. After being cooled to ambient temperature, the mixture was concentrated in vacuo. The residue was poured into water, and the mixture was extr...